This data is from the Open Reaction Database (ORD), a public repository of structured organic reaction records. The task is: describe an organic reaction: reactants, conditions, products, and yield The solvent is CCOC(=O)C (EtOAc). Reported procedure: A solution of 27-4 (1.2 g, 2.27 mmol) in EtOAc (15 mL) was cooled to -78° C. and saturated with HCl gas. This solution was warmed to 0° C. for 1.5 hours, degassed with argon and concentrated to give a colorless oil, which was chromatographed (10:0.5:0.5 EtOH/H2O/NH4OH) to give 27-5 as a white solid. Run at temperature 0 celsius. The reactants are C(C)(C)(C)OC([C@H](CNC(C1=CC=C(C=C1)OCCCN1C=NC=C1)=O)NS(=O)(=O)C1=CC=CC=C1)=O (4-[3-(1-Imidazolyl)propyloxy]benzoyl-2(S)-phenylsulfonylamino-β-alanine t-butyl ester), Cl (HCl). Product: N1(C=NC=C1)CCCOC1=CC=C(C(=O)NC[C@@H](C(=O)O)NS(=O)(=O)C2=CC=CC=C2)C=C1 (4-[3-(1-Imidazolyl)propyloxy]benzoyl-2(S)-phenylsulfonylamino-β-alanine). RXN SMILES: C([O:5][C:6](=[O:37])[C@@H:7]([NH:27][S:28]([C:31]1[CH:36]=[CH:35][CH:34]=[CH:33][CH:32]=1)(=[O:30])=[O:29])[CH2:8][NH:9][C:10](=[O:26])[C:11]1[CH:16]=[CH:15][C:14]([O:17][CH2:18][CH2:19][CH2:20][N:21]2[CH:25]=[CH:24][N:23]=[CH:22]2)=[CH:13][CH:12]=1)(C)(C)C.Cl>CCOC(C)=O>[N:21]1([CH2:20][CH2:19][CH2:18][O:17][C:14]2[CH:13]=[CH:12][C:11]([C:10]([NH:9][CH2:8][C@H:7]([NH:27][S:28]([C:31]3[CH:36]=[CH:35][CH:34]=[CH:33][CH:32]=3)(=[O:30])=[O:29])[C:6]([OH:37])=[O:5])=[O:26])=[CH:16][CH:15]=2)[CH:25]=[CH:24][N:23]=[CH:22]1. The reactants are FC(F)(F)c1ccc(Br)cc1, CC(C)(C)P(c1ccccc1-c1ccccc1)C(C)(C)C, CC(=O)[O-], CC(=O)[O-], C1COCCO1, CC(C)(C)[O-], Cl, [Na+], O=C1N(C2CCC(O)CC2)CCC12CCCNC2, [Pd+2]. Product: O=C1N(C2CCC(O)CC2)CCC12CCCN(c1ccc(C(F)(F)F)cc1)C2. RXN SMILES: [Br:20][c:21]1[cH:22][cH:23][c:24]([C:27]([F:28])([F:29])[F:30])[cH:25][cH:26]1.[C:37]([P:38]([C:39]([CH3:40])([CH3:41])[CH3:42])[c:43]1[cH:44][cH:45][cH:46][cH:47][c:48]1-[c:49]1[cH:50][cH:51][cH:52][cH:53][cH:54]1)([CH3:55])([CH3:56])[CH3:57].[C:64]([O-:65])(=[O:66])[CH3:67].[C:69]([O-:70])(=[O:71])[CH3:72].[CH2:58]1[O:59][CH2:60][CH2:61][O:62][CH2:63]1.[CH3:31][C:32]([CH3:33])([O-:34])[CH3:35].[ClH:1].[Na+:36].[OH:2][CH:3]1[CH2:4][CH2:5][CH:6]([N:9]2[C:10](=[O:19])[C:11]3([CH2:12][CH2:13]2)[CH2:14][NH:15][CH2:16][CH2:17][CH2:18]3)[CH2:7][CH2:8]1.[Pd+2:68]>>[OH:2][CH:3]1[CH2:4][CH2:5][CH:6]([N:9]2[C:10](=[O:19])[C:11]3([CH2:12][CH2:13]2)[CH2:14][N:15]([c:21]2[cH:22][cH:23][c:24]([C:27]([F:28])([F:29])[F:30])[cH:25][cH:26]2)[CH2:16][CH2:17][CH2:18]3)[CH2:7][CH2:8]1. Reactants: CC1(OCC(O1)COC=1C=CC(=C(C1)C(=O)C1=C(C=C(C=C1)NC1=C(C=C(C=C1)F)C)[N+](=O)[O-])C)C ([5-(2,2-Dimethyl-[1,3]dioxolan-4-ylmethoxy)-2-methyl-phenyl]-[4-(4-fluoro-2-methyl-phenylamino)-2-nitro-phenyl]-methanone), Cl (HCl). Run in C1CCOC1 (THF). Conditions: time 3 hour. Product: OC(COC=1C=CC(=C(C1)C(=O)C1=C(C=C(C=C1)NC1=C(C=C(C=C1)F)C)[N+](=O)[O-])C)CO ([5-(2,3-Dihydroxy-propoxy)-2-methyl-phenyl]-[4-(4-fluoro-2-methyl-phenylamino)-2-nitro-phenyl]-methanone). Reaction SMILES: CC1(C)[O:6][CH:5]([CH2:7][O:8][C:9]2[CH:10]=[CH:11][C:12]([CH3:35])=[C:13]([C:15]([C:17]3[CH:22]=[CH:21][C:20]([NH:23][C:24]4[CH:29]=[CH:28][C:27]([F:30])=[CH:26][C:25]=4[CH3:31])=[CH:19][C:18]=3[N+:32]([O-:34])=[O:33])=[O:16])[CH:14]=2)[CH2:4][O:3]1.Cl>C1COCC1>[OH:6][CH:5]([CH2:4][OH:3])[CH2:7][O:8][C:9]1[CH:10]=[CH:11][C:12]([CH3:35])=[C:13]([C:15]([C:17]2[CH:22]=[CH:21][C:20]([NH:23][C:24]3[CH:29]=[CH:28][C:27]([F:30])=[CH:26][C:25]=3[CH3:31])=[CH:19][C:18]=2[N+:32]([O-:34])=[O:33])=[O:16])[CH:14]=1. Procedure details: Compound 301 (0.025, 0.05 mmol) was dissolved in THF (2 mL) and 1 M HCl (0.2 mL) was added. The solution was kept at room temperature for 3 h after which the solution was concentrated in vacuo. This afforded the title compound. 1H NMR (CDCl3) δ 7.36 (d, 1H), 7.22 (dd, 1H), 7.18 (d, 1H), 7.10 (d, 1H), 7.06-6.88 (m, 3H), 6.87-6.77 (m, 2H), 5.89 (bs, 1H), 4.05 (m, 1H), 3.95 (m, 2H), 3.85-3.65 (m, 2H), 2.46 (s, 3H), 2.25 (s, 3H) The reactants are C(CC)C1=NC2=C(N1CC1=CC=C(C=C1)C1=C(C=CC=C1)C1=NN=NN1)C=C(C=C2C)NC(OOC2=CC=CC=C2)=NC#N (4'-[[2-n-propyl-4-methyl-6-(2-phenoxy-3-cyano-isoureido)-1H-benzimidazol-1-yl]-methyl]-2-(1H-tetrazol-5-yl)-biphenyl), OCCNC (N-(2-hydroxy-ethyl)-methylamine), C(C)(C)O (isopropanol). Product: C(CC)C1=NC2=C(N1CC1=CC=C(C=C1)C1=C(C=CC=C1)C1=NN=NN1)C=C(C=C2C)NC(=NC#N)N(C)CCO (4'-[[2-n-Propyl-4-methyl-6-[2-cyano-3-(2-hydroxy-ethyl)-3-methyl-guanidino]-1H-benzimidazol-1-yl]-methyl]-2-(1H-tetrazol-5-yl)-biphenyl). RXN SMILES: [CH2:1]([C:4]1[N:8]([CH2:9][C:10]2[CH:15]=[CH:14][C:13]([C:16]3[CH:21]=[CH:20][CH:19]=[CH:18][C:17]=3[C:22]3[NH:26][N:25]=[N:24][N:23]=3)=[CH:12][CH:11]=2)[C:7]2[CH:27]=[C:28]([NH:32][C:33](=[N:42][C:43]#[N:44])OOC3C=CC=CC=3)[CH:29]=[C:30]([CH3:31])[C:6]=2[N:5]=1)[CH2:2][CH3:3].OC[CH2:47][NH:48]C.[CH:50]([OH:53])(C)[CH3:51]>>[CH2:1]([C:4]1[N:8]([CH2:9][C:10]2[CH:15]=[CH:14][C:13]([C:16]3[CH:21]=[CH:20][CH:19]=[CH:18][C:17]=3[C:22]3[NH:23][N:24]=[N:25][N:26]=3)=[CH:12][CH:11]=2)[C:7]2[CH:27]=[C:28]([NH:32][C:33]([N:48]([CH2:51][CH2:50][OH:53])[CH3:47])=[N:42][C:43]#[N:44])[CH:29]=[C:30]([CH3:31])[C:6]=2[N:5]=1)[CH2:2][CH3:3]. Procedure details: Prepared analogously to Example 6d from 4'-[[2-n-propyl-4-methyl-6-(2-phenoxy-3-cyano-isoureido)-1H-benzimidazol-1-yl]-methyl]-2-(1H-tetrazol-5-yl)-biphenyl and N-(2-hydroxy-ethyl)-methylamine in isopropanol. Starting materials: O=C(CBr)c1ccc(Cl)cc1Cl, COC(OC)OC, Cc1ccc(S(=O)(=O)O)cc1, CO, [Ca+2], [Cl-], [Cl-], [Na+], CCOCC, [OH-]. Yields the product COC(CBr)(OC)c1ccc(Cl)cc1Cl. RXN SMILES: [Br:1][CH2:2][C:3](=[O:4])[c:5]1[c:6]([Cl:12])[cH:7][c:8]([Cl:11])[cH:9][cH:10]1.[CH3:13][O:14][CH:15]([O:16][CH3:17])[O:18][CH3:19].[CH3:20][c:21]1[cH:22][cH:23][c:24]([S:25](=[O:26])(=[O:27])[OH:28])[cH:29][cH:30]1.[CH3:41][OH:42].[Ca+2:32].[Cl-:31].[Cl-:33].[Na+:35].[O:36]([CH2:37][CH3:38])[CH2:39][CH3:40].[OH-:34]>>[Br:1][CH2:2][C:3]([O:4][CH3:20])([c:5]1[c:6]([Cl:12])[cH:7][c:8]([Cl:11])[cH:9][cH:10]1)[O:14][CH3:13]. Starting materials: CC(=CCOc1ccc2c(c1)OCO2)CCC=C(C)CC(C)C, ClCCl, O=C(OO)c1cccc(Cl)c1. The product is CC(=CCOc1ccc2c(c1)OCO2)CCC1OC1(C)CC(C)C. Reaction SMILES: [CH2:1]1[O:2][c:3]2[c:4]([cH:5][c:6]([O:9][CH2:10][CH:11]=[C:12]([CH2:13][CH2:14][CH:15]=[C:16]([CH2:17][CH:18]([CH3:19])[CH3:20])[CH3:21])[CH3:22])[cH:7][cH:8]2)[O:23]1.[CH2:35]([Cl:36])[Cl:37].[Cl:24][c:25]1[cH:26][cH:27][cH:28][c:29]([C:30]([O:31][OH:33])=[O:32])[cH:34]1>>[CH2:1]1[O:2][c:3]2[c:4]([cH:5][c:6]([O:9][CH2:10][CH:11]=[C:12]([CH2:13][CH2:14][CH:15]3[C:16]([CH2:17][CH:18]([CH3:19])[CH3:20])([CH3:21])[O:32]3)[CH3:22])[cH:7][cH:8]2)[O:23]1.